This data is from the Open Reaction Database (ORD), a public repository of structured organic reaction records. The task is: describe an organic reaction: reactants, conditions, products, and yield RXN SMILES: [NH:1]([CH:3]([C:7]1[S:8][CH:9]=[CH:10][CH:11]=1)[C:4]([OH:6])=[O:5])[NH2:2].C[C:13](C(OC(C(C)=O)=O)=O)=[O:14].[CH:23](O)=[O:24]>>[CH:13]([N:1]([CH:3]([C:7]1[S:8][CH:9]=[CH:10][CH:11]=1)[C:4]([OH:6])=[O:5])[NH:2][CH:23]=[O:24])=[O:14]. Reaction conditions: time 30 minute. Starting materials: N(N)C(C(=O)O)C=1SC=CC1 ((RS) α-hydrazino-2-thienylacetic acid), C(=O)O (formic acid), CC(=O)C(=O)OC(=O)C(=O)C (acetoformic anhydride). Procedure: A solution of 1 g (RS) α-hydrazino-2-thienylacetic acid in 3 ml formic acid is stirred at 4° C. and treated dropwise with a solution of 3 ml acetoformic anhydride. Stirring is continued for 20 minutes at the same temperature and for a further 30 minutes at ambient temperature, then the product is evaporated to dryness, taken up with diethyl ether and the so obtained solid is triturated with ethyl ether collected under vacuum, to give 1.26 g (RS) α-(1.2-diformylhydrazino)-2-thienylacetic acid mel... Product: C(=O)N(NC=O)C(C(=O)O)C=1SC=CC1 ((RS) α-(1.2-diformylhydrazino)-2-thienylacetic acid). Starting materials: O=C([O-])[O-], CN(C)C=O, Cl, N#CCS(=O)(=O)CCC(F)(F)F, O=S(=O)(OCC(F)(F)C(F)(F)F)C(F)(F)F, [K+], [K+]. Yields the product N#CC(CC(F)(F)C(F)(F)F)S(=O)(=O)CCC(F)(F)F. Reaction SMILES: [C:29](=[O:30])([O-:31])[O-:32].[CH3:36][N:37]([CH3:38])[CH:39]=[O:40].[ClH:35].[F:17][C:18]([CH2:19][CH2:20][S:21](=[O:22])(=[O:23])[CH2:24][C:25]#[N:26])([F:27])[F:28].[F:1][C:2]([F:3])([F:4])[S:5]([O:6][CH2:7][C:8]([C:9]([F:10])([F:11])[F:12])([F:13])[F:14])(=[O:15])=[O:16].[K+:33].[K+:34]>>[CH2:7]([C:8]([C:9]([F:10])([F:11])[F:12])([F:13])[F:14])[CH:24]([S:21]([CH2:20][CH2:19][C:18]([F:17])([F:27])[F:28])(=[O:22])=[O:23])[C:25]#[N:26]. Starting materials: N1CCCC1 (pyrrolidine), C(=O)([O-])[O-].[K+].[K+] (K2CO3), BrCC(=O)OCC (ethyl 2-bromoacetate). The solvent is CN(C)C=O (DMF). Reaction conditions: time 16 hour. Product: N1(CCCC1)CC(=O)OCC (Ethyl 2-(pyrrolidin-1-yl)acetate). Isolated yield 80.0%. Reaction SMILES: [NH:1]1[CH2:5][CH2:4][CH2:3][CH2:2]1.C([O-])([O-])=O.[K+].[K+].Br[CH2:13][C:14]([O:16][CH2:17][CH3:18])=[O:15]>CN(C=O)C>[N:1]1([CH2:13][C:14]([O:16][CH2:17][CH3:18])=[O:15])[CH2:5][CH2:4][CH2:3][CH2:2]1 |f:1.2.3|. Procedure: To a solution of pyrrolidine (1.2 g, 16.3 mmol, 1.0 eq) in DMF were added K2CO3 (5.63 g, 40.7 mmol, 2.5 eq.) and ethyl 2-bromoacetate (1.73 g, 24.4 mmol, 1.5 eq.). The mixture was stirred at RT for 16 h and quenched and extracted as in Intermediate Example 5(a). The solvent was distilled off to afford the product in 80% yield (2 g). LC-MS (ESI): Calculated mass: 157.2; Observed mass 158.1 [M+H]+ (rt: 0.2 min). The reactants are CCO, Cc1ccc(-c2noc(N3CCC3)n2)cc1[N+](=O)[O-]. The product is Cc1ccc(-c2noc(N3CCC3)n2)cc1N. Reaction SMILES: [CH3:20][CH2:21][OH:22].[N:1]1([c:5]2[n:6][c:7](-[c:10]3[cH:11][c:12]([N+:17]([O-:18])=[O:19])[c:13]([CH3:16])[cH:14][cH:15]3)[n:8][o:9]2)[CH2:2][CH2:3][CH2:4]1>>[N:1]1([c:5]2[n:6][c:7](-[c:10]3[cH:11][c:12]([NH2:17])[c:13]([CH3:16])[cH:14][cH:15]3)[n:8][o:9]2)[CH2:2][CH2:3][CH2:4]1. Reactants: [N+](=O)([O-])C1=CC(=C(C=C1C=O)OC)OC (6-nitroveratraldehyde), C1(=CC=CC=C1)C (toluene), C(C)(=O)O (acetic acid), NC=1SC=CN1 (2-aminothiazole), C1(=CC=CC=C1)C (toluene). The solvent is O (water). Yields the product [N+](=O)([O-])C1=CC(=C(C=C1C=S1C(=NC=C1)N)OC)OC (6-Nitroveratrylidene-2-aminothiazole). Yield: 71.1%. Reaction SMILES: [N+:1]([C:4]1[C:9]([CH:10]=O)=[CH:8][C:7]([O:12][CH3:13])=[C:6]([O:14][CH3:15])[CH:5]=1)([O-:3])=[O:2].C1(C)C=CC=CC=1.C(O)(=O)C.[NH2:27][C:28]1[S:29][CH:30]=[CH:31][N:32]=1>O>[N+:1]([C:4]1[C:9]([CH:10]=[S:29]2[CH:30]=[CH:31][N:32]=[C:28]2[NH2:27])=[CH:8][C:7]([O:12][CH3:13])=[C:6]([O:14][CH3:15])[CH:5]=1)([O-:3])=[O:2]. Procedure: To a heated solution of 6-nitroveratraldehyde (84 g, 0.4 mole), 500 ml of toluene, and 1 ml of acetic acid was added a suspension of 2-aminothiazole (50 g, 0.44 mole) and 250 ml of toluene. The material was refluxed until 7 ml of water was collected using a Dean-Stark apparatus. The solid was removed and the filtrate was concentrated leaving a light solid which was recrystallized from benzene to yield 84 g (71%) of the product, m.p. 125°-130°. The reactants are BrCC(=O)C1CCC1 (2-bromo-1-cyclobutylethanone), C(C)(=O)O.C(=N)N (formamidine acetate). Solvent: C(CO)O (ethyleneglycol), O (H2O). Reaction conditions: temperature 135 celsius. The product is C1(CCC1)C=1N=CNC1 (4-cyclobutyl-1H-imidazole). Isolated yield 18.6%. RXN SMILES: Br[CH2:2][C:3]([CH:5]1[CH2:8][CH2:7][CH2:6]1)=O.C(O)(=O)C.[CH:13]([NH2:15])=[NH:14]>C(O)CO.O>[CH:5]1([C:3]2[N:14]=[CH:13][NH:15][CH:2]=2)[CH2:8][CH2:7][CH2:6]1 |f:1.2|. Procedure details: A mixture of 2-bromo-1-cyclobutylethanone (27.2 g, 154 mmol) and formamidine acetate (80.0 g, 768 mmol) in ethyleneglycol (150 mL) was heated to 135° C. for 18 h. The mixture was then diluted with H2O and then continuously extracted with Et2O for 18 h. The org. phase was then dried over Na2SO4, filtered and concentrated in vacuo. Purification by distillation in a Kugelrohr oven and flash chromatography (SiO2, DCM to DCM/MeOH 9:1) afforded the title compound (3.5 g). UPLC-MS: MS 123.1 (M+H+); UPL...